Dataset: the Open Reaction Database (ORD), a public repository of structured organic reaction records. Task: describe an organic reaction: reactants, conditions, products, and yield Procedure: A suspension of 5.13 g (14.3 mmol) ethyl 3-[4-(1-benzyl-piperidin-4-yl)-piperazin-1-yl]-propionate and 1.0 g 10% Pd/C in 100 mL EtOH was hydrogenated for 2 h at 50° C. and 50 psi hydrogen pressure. The catalyst was filtered off and the filtrate was evaporated to dryness. The oily product was reacted further without purification. Reagents/catalysts: [Pd] (Pd/C). Run in CCO (EtOH). Reaction conditions: time 2 hour. The product is N1CCC(CC1)N1CCN(CC1)CCC(=O)OCC (ethyl 3-(4-piperidin-4-yl-piperazin-1-yl)-propionate). The reactants are C(C1=CC=CC=C1)N1CCC(CC1)N1CCN(CC1)CCC(=O)OCC (ethyl 3-[4-(1-benzyl-piperidin-4-yl)-piperazin-1-yl]-propionate), [H][H] (hydrogen). Reaction SMILES: C([N:8]1[CH2:13][CH2:12][CH:11]([N:14]2[CH2:19][CH2:18][N:17]([CH2:20][CH2:21][C:22]([O:24][CH2:25][CH3:26])=[O:23])[CH2:16][CH2:15]2)[CH2:10][CH2:9]1)C1C=CC=CC=1.[H][H]>CCO.[Pd]>[NH:8]1[CH2:13][CH2:12][CH:11]([N:14]2[CH2:19][CH2:18][N:17]([CH2:20][CH2:21][C:22]([O:24][CH2:25][CH3:26])=[O:23])[CH2:16][CH2:15]2)[CH2:10][CH2:9]1. The reactants are FC(C1=CC=C(C=C1)C1=CC=CC(=N1)C(CCCC)O)(F)F (1-{6-[4-(trifluoromethyl)phenyl]-2-pyridinyl}-1-pentanol), O=S(Cl)Cl (SOCl2). The solvent is C(Cl)Cl (DCM). Run at time 3 hour. The product is ClC(CCCC)C1=NC(=CC=C1)C1=CC=C(C=C1)C(F)(F)F (2-(1-Chloropentyl)-6-[4-(trifluoromethyl)phenyl]pyridine). The yield is 103.8%. RXN SMILES: [F:1][C:2]([F:22])([F:21])[C:3]1[CH:8]=[CH:7][C:6]([C:9]2[N:14]=[C:13]([CH:15](O)[CH2:16][CH2:17][CH2:18][CH3:19])[CH:12]=[CH:11][CH:10]=2)=[CH:5][CH:4]=1.O=S(Cl)[Cl:25]>C(Cl)Cl>[Cl:25][CH:15]([C:13]1[CH:12]=[CH:11][CH:10]=[C:9]([C:6]2[CH:7]=[CH:8][C:3]([C:2]([F:22])([F:21])[F:1])=[CH:4][CH:5]=2)[N:14]=1)[CH2:16][CH2:17][CH2:18][CH3:19]. Procedure: To a solution of 1-{6-[4-(trifluoromethyl)phenyl]-2-pyridinyl}-1-pentanol (1.50 g, 4.85 mmol) in dry DCM was added SOCl2 (3.53 mL, 48.50 mmol), and the resulting solution stirred under nitrogen for 3 hours at rt. The mixture was then reduced under vacuum to afford the title compound as an oily yellow solid (1.65 g).